From a dataset of the Open Reaction Database (ORD), a public repository of structured organic reaction records. describe an organic reaction: reactants, conditions, products, and yield Starting materials: O=C(OCc1ccccc1)c1ccc(CCBr)cc1, CN1CCC(OC(=O)C(O)(c2ccccc2)c2ccccc2)CC1, CN(C)C=O. Product: [Br-], C[N+]1(CCc2ccc(C(=O)OCc3ccccc3)cc2)CCC(OC(=O)C(O)(c2ccccc2)c2ccccc2)CC1. As a reaction SMILES: [CH2:25]([c:26]1[cH:27][cH:28][cH:29][cH:30][cH:31]1)[O:32][C:33]([c:34]1[cH:35][cH:36][c:37]([CH2:40][CH2:41][Br:42])[cH:38][cH:39]1)=[O:43].[CH3:1][N:2]1[CH2:3][CH2:4][CH:5]([O:8][C:9]([C:10]([c:11]2[cH:12][cH:13][cH:14][cH:15][cH:16]2)([c:17]2[cH:18][cH:19][cH:20][cH:21][cH:22]2)[OH:23])=[O:24])[CH2:6][CH2:7]1.[O:44]=[CH:45][N:46]([CH3:47])[CH3:48]>>[Br-:42].[CH3:1][N+:2]1([CH2:41][CH2:40][c:37]2[cH:36][cH:35][c:34]([C:33]([O:32][CH2:25][c:26]3[cH:27][cH:28][cH:29][cH:30][cH:31]3)=[O:43])[cH:39][cH:38]2)[CH2:3][CH2:4][CH:5]([O:8][C:9]([C:10]([c:11]2[cH:12][cH:13][cH:14][cH:15][cH:16]2)([c:17]2[cH:18][cH:19][cH:20][cH:21][cH:22]2)[OH:23])=[O:24])[CH2:6][CH2:7]1.